From a dataset of the Open Reaction Database (ORD), a public repository of structured organic reaction records. describe an organic reaction: reactants, conditions, products, and yield Reactants: CC(=O)N(C)Nc1ccnc2c(NC(=O)c3c(Cl)cccc3Cl)cccc12, CC(C)(C)[O-], CI, CN1CCCC1=O, CCOC(C)=O, [K+]. Product: CC(=O)N(C)N(C)c1ccnc2c(NC(=O)c3c(Cl)cccc3Cl)cccc12. RXN SMILES: [C:1]([CH3:2])(=[O:3])[N:4]([NH:5][c:6]1[cH:7][cH:8][n:9][c:10]2[c:11]([NH:16][C:17]([c:18]3[c:19]([Cl:25])[cH:20][cH:21][cH:22][c:23]3[Cl:24])=[O:26])[cH:12][cH:13][cH:14][c:15]12)[CH3:27].[CH3:28][C:29]([CH3:30])([O-:31])[CH3:32].[CH3:34][I:35].[CH3:36][N:37]1[CH2:38][CH2:39][CH2:40][C:41]1=[O:42].[CH3:43][CH2:44][O:45][C:46](=[O:47])[CH3:48].[K+:33]>>[C:1]([CH3:2])(=[O:3])[N:4]([N:5]([c:6]1[cH:7][cH:8][n:9][c:10]2[c:11]([NH:16][C:17]([c:18]3[c:19]([Cl:25])[cH:20][cH:21][cH:22][c:23]3[Cl:24])=[O:26])[cH:12][cH:13][cH:14][c:15]12)[CH3:28])[CH3:27]. Starting materials: C=Cc1cc2c(s1)-c1ccccc1C(CC)N2S(=O)(=O)c1ccc(OC)cc1, CCOC(C)=O. Product: CCc1cc2c(s1)-c1ccccc1C(CC)N2S(=O)(=O)c1ccc(OC)cc1. RXN SMILES: [CH2:1]([CH3:2])[CH:3]1[N:4]([S:18](=[O:19])(=[O:20])[c:21]2[cH:22][cH:23][c:24]([O:27][CH3:28])[cH:25][cH:26]2)[c:5]2[c:6]([s:13][c:14]([CH:16]=[CH2:17])[cH:15]2)-[c:7]2[cH:8][cH:9][cH:10][cH:11][c:12]21.[CH3:29][CH2:30][O:31][C:32](=[O:33])[CH3:34]>>[CH2:1]([CH3:2])[CH:3]1[N:4]([S:18](=[O:19])(=[O:20])[c:21]2[cH:22][cH:23][c:24]([O:27][CH3:28])[cH:25][cH:26]2)[c:5]2[c:6]([s:13][c:14]([CH2:16][CH3:17])[cH:15]2)-[c:7]2[cH:8][cH:9][cH:10][cH:11][c:12]21. Starting materials: BrB(Br)Br, COc1c(Br)cc(C(=O)N2CCOc3ncc(-c4cncc5ccccc45)cc32)cc1Br, ClCCl, [Na+], [OH-]. Yields the product O=C(c1cc(Br)c(O)c(Br)c1)N1CCOc2ncc(-c3cncc4ccccc34)cc21. Reaction SMILES: [B:33]([Br:34])([Br:35])[Br:36].[Br:1][c:2]1[cH:3][c:4]([C:11](=[O:12])[N:13]2[c:14]3[c:15]([n:19][cH:20][c:21](-[c:23]4[cH:24][n:25][cH:26][c:27]5[cH:28][cH:29][cH:30][cH:31][c:32]45)[cH:22]3)[O:16][CH2:17][CH2:18]2)[cH:5][c:6]([Br:10])[c:7]1[O:8][CH3:9].[Cl:39][CH2:40][Cl:41].[Na+:38].[OH-:37]>>[Br:1][c:2]1[cH:3][c:4]([C:11](=[O:12])[N:13]2[c:14]3[c:15]([n:19][cH:20][c:21](-[c:23]4[cH:24][n:25][cH:26][c:27]5[cH:28][cH:29][cH:30][cH:31][c:32]45)[cH:22]3)[O:16][CH2:17][CH2:18]2)[cH:5][c:6]([Br:10])[c:7]1[OH:8].